This data is from the Open Reaction Database (ORD), a public repository of structured organic reaction records. The task is: describe an organic reaction: reactants, conditions, products, and yield Starting materials: P(=O)(OC)(Cl)Cl (methyl dichlorophosphate), O (water), CC(C(=O)O[C@@H]1[C@H]([C@H](O[C@@H]([C@H]1OC(C(C)C)=O)COC(C(C)C)=O)OC=1C=CC2=C([C@H](CCC3=C2C(=C(C(=C3)OC)OC)OC)NC(C)=O)C1)OC(C(C)C)=O)C ((2R,3R,4S,5R,6R)-2-[(5S)-5-(Acetylamino)-9,10,11-trimethoxy-6,7-dihydro-5H-dibenzo[a,c]cyclohepten-3-yl]oxy-3,5-bis(isobutyryloxy)-6-[(isobutyryloxy)methyl]tetrahydro-2H-pyran-4-yl 2-methylpropanoate), solution. The solvent is C1CCOC1 (THF), C1CCOC1 (THF), C1CCOC1 (THF), C1CCOC1 (THF). Conditions: temperature 0 celsius, time 1 hour. Yields the product P(=O)(OC=1C=CC2=C([C@H](CCC3=C2C(=C(C(=C3)OC)OC)OC)NC(C)=O)C1)(OC)O ((5S)-5-(acetylamino)-9,10,11-trimethoxy-6,7-dihydro-5H-dibenzo[a,c]cyclohepten-3-yl methyl hydrogen phosphate). The yield is 69.0%. Reaction SMILES: CC(C)C(O[C@H]1[C@H](OC(=O)C(C)C)[C@@H](COC(=O)C(C)C)O[C@H]([O:25][C:26]2[CH:27]=[CH:28][C:29]3[C:35]4[C:36]([O:44][CH3:45])=[C:37]([O:42][CH3:43])[C:38]([O:40][CH3:41])=[CH:39][C:34]=4[CH2:33][CH2:32][C@H:31]([NH:46][C:47](=[O:49])[CH3:48])[C:30]=3[CH:50]=2)[C@@H]1OC(=O)C(C)C)=O.[P:58](Cl)(Cl)([O:60][CH3:61])=[O:59].[OH2:64]>C1COCC1>[P:58]([OH:59])([O:60][CH3:61])([O:25][C:26]1[CH:27]=[CH:28][C:29]2[C:35]3[C:36]([O:44][CH3:45])=[C:37]([O:42][CH3:43])[C:38]([O:40][CH3:41])=[CH:39][C:34]=3[CH2:33][CH2:32][C@H:31]([NH:46][C:47](=[O:49])[CH3:48])[C:30]=2[CH:50]=1)=[O:64]. Procedure details: A solution of N-acetyl-colchicinol (1) (0.45 g; 1.26 mmol) in THF (40 ml) under argon was cooled to 0° C. and treated with a 1.0M solution of lithiumHMDS in THF (1.39 ml; 1.39 mmol). The mixture was stirred at 0° C. for 1 hour and then added in portions over about 15 minutes to a solution of methyl dichlorophosphate (625 μl; 4.16 mmol) in THF (150 ml). The mixture was stirred at ambient temperature for 15 minutes. After addition of water (200 ml) the THF was removed by evaporation. After removal...